describe an organic reaction: reactants, conditions, products, and yield From a dataset of the Open Reaction Database (ORD), a public repository of structured organic reaction records. Yield: 71.4%. Reactants: O (Water), Cl.NCCC(=O)OCC (ethyl 3-aminopropanoate hydrochloride), N1=CC=CC=C1 (pyridine), ClC(=O)OC1=CC=C(C=C1)[N+](=O)[O-] (4-nitrophenyl chloroformate). Reaction conditions: time 8 hour. Product: [N+](=O)([O-])C1=CC=C(OC(=O)NCCC(=O)OCC)C=C1 (ethyl 3-{[(4-nitrophenoxy)carbonyl]amino}propanoate). Procedure: 180 mg of 4-nitrophenyl chloroformate was dissolved in 3.0 ml of dichloromethane, and 140 mg of ethyl 3-aminopropanoate hydrochloride and 0.15 ml of pyridine were added, followed by overnight stirring at room temperature. Water was added to the reaction mixture, followed by extraction with chloroform. The organic layer was washed with aqueous saturated sodium chloride, dried over anhydrous sodium sulfate, filtered and then concentrated under a reduced pressure. By purifying the resulting residue... Solvent: ClCCl (dichloromethane). As a reaction SMILES: Cl[C:2]([O:4][C:5]1[CH:10]=[CH:9][C:8]([N+:11]([O-:13])=[O:12])=[CH:7][CH:6]=1)=[O:3].Cl.[NH2:15][CH2:16][CH2:17][C:18]([O:20][CH2:21][CH3:22])=[O:19].N1C=CC=CC=1.O>ClCCl>[N+:11]([C:8]1[CH:9]=[CH:10][C:5]([O:4][C:2]([NH:15][CH2:16][CH2:17][C:18]([O:20][CH2:21][CH3:22])=[O:19])=[O:3])=[CH:6][CH:7]=1)([O-:13])=[O:12] |f:1.2|. Starting materials: CCOC(=O)C(OC(C)=O)c1ccc(Cl)c([N+](=O)[O-])c1, CC(=O)[O-], [Fe], O. Product: CCOC(=O)C(OC(C)=O)c1ccc(Cl)c(N)c1. RXN SMILES: [C:1]([CH3:2])(=[O:3])[O:4][CH:5]([C:6](=[O:7])[O:8][CH2:9][CH3:10])[c:11]1[cH:12][c:13]([N+:18]([O-:19])=[O:20])[c:14]([Cl:17])[cH:15][cH:16]1.[CH3:21][C:22](=[O:23])[O-:24].[Fe:25].[OH2:26]>>[C:1]([CH3:2])(=[O:3])[O:4][CH:5]([C:6](=[O:7])[O:8][CH2:9][CH3:10])[c:11]1[cH:12][c:13]([NH2:18])[c:14]([Cl:17])[cH:15][cH:16]1. Reactants: C1CCOC1, COc1ccc(N)cc1O, O=C1Nc2cc(C(=O)c3ccc(NC(=O)c4cccs4)cc3)ccc2C1=CO. Product: COc1ccc(NC=C2C(=O)Nc3cc(C(=O)c4ccc(NC(=O)c5cccs5)cc4)ccc32)cc1O. RXN SMILES: [CH2:39]1[O:40][CH2:41][CH2:42][CH2:43]1.[NH2:29][c:30]1[cH:31][cH:32][c:33]([O:37][CH3:38])[c:34]([OH:36])[cH:35]1.[OH:1][CH:2]=[C:3]1[C:4](=[O:28])[NH:5][c:6]2[cH:7][c:8]([C:12](=[O:13])[c:14]3[cH:15][cH:16][c:17]([NH:20][C:21](=[O:22])[c:23]4[s:24][cH:25][cH:26][cH:27]4)[cH:18][cH:19]3)[cH:9][cH:10][c:11]21>>[CH:2](=[C:3]1[C:4](=[O:28])[NH:5][c:6]2[cH:7][c:8]([C:12](=[O:13])[c:14]3[cH:15][cH:16][c:17]([NH:20][C:21](=[O:22])[c:23]4[s:24][cH:25][cH:26][cH:27]4)[cH:18][cH:19]3)[cH:9][cH:10][c:11]21)[NH:29][c:30]1[cH:31][cH:32][c:33]([O:37][CH3:38])[c:34]([OH:36])[cH:35]1. The reactants are CC(C)=N (Acetone Imine), C(C=C)(=O)OCCCC (butyl acrylate), C(CCC)OCCO (2-butoxyethanol), C=CC1=CC=CC=C1 (styrene). Run in mineral spirits. The product is C=CC1=CC=CC=C1.C(C=C)(=O)OCCCC (Styrene Butyl Acrylate). As a reaction SMILES: CC(=N)C.C(OCCO)CCC.[CH2:13]=[CH:14][C:15]1[CH:20]=[CH:19][CH:18]=[CH:17][CH:16]=1.[C:21]([O:25][CH2:26][CH2:27][CH2:28][CH3:29])(=[O:24])[CH:22]=[CH2:23]>>[CH2:13]=[CH:14][C:15]1[CH:20]=[CH:19][CH:18]=[CH:17][CH:16]=1.[C:21]([O:25][CH2:26][CH2:27][CH2:28][CH3:29])(=[O:24])[CH:22]=[CH2:23] |f:4.5|. Procedure details: The procedure described in part (a) of example 21 is repeated using 1076 g of 2-butoxyethanol, 1780 g of styrene, 730 g of butyl acrylate (BA), an initial charge of 179.2 g of 75% t-BP (in mineral spirits) and a final charge of 17.9 g thereof, a monomer feed time of 4.5 hours and a polymerization temperature of 150° C. Starting materials: FC(C=1C=C(CNC(C2=CC(=NC=C2)C2=C(C=CC(=C2)OC2CCOCC2)[N+](=O)[O-])=O)C=CC1)(F)F (N-(3-(trifluoromethyl)benzyl)-2-(2-nitro-5-(tetrahydro-2H-pyran-4-yloxy)phenyl)isonicotinamide). Reagents/catalysts: [Pd] (Pd/C). The solvent is CO.ClCCl (methanol dichloromethane). Reaction conditions: time 2 hour. The product is FC(C=1C=C(CNC(C2=CC(=NC=C2)C2=C(C=CC(=C2)OC2CCOCC2)N)=O)C=CC1)(F)F (N-(3-(trifluoromethyl)benzyl)-2-(2-amino-5-(tetrahydro-2H-pyran-4-yloxy)phenyl)isonicotinamide). The yield is 75.4%. RXN SMILES: [F:1][C:2]([F:36])([F:35])[C:3]1[CH:4]=[C:5]([CH:32]=[CH:33][CH:34]=1)[CH2:6][NH:7][C:8](=[O:31])[C:9]1[CH:14]=[CH:13][N:12]=[C:11]([C:15]2[CH:20]=[C:19]([O:21][CH:22]3[CH2:27][CH2:26][O:25][CH2:24][CH2:23]3)[CH:18]=[CH:17][C:16]=2[N+:28]([O-])=O)[CH:10]=1>CO.ClCCl.[Pd]>[F:36][C:2]([F:1])([F:35])[C:3]1[CH:4]=[C:5]([CH:32]=[CH:33][CH:34]=1)[CH2:6][NH:7][C:8](=[O:31])[C:9]1[CH:14]=[CH:13][N:12]=[C:11]([C:15]2[CH:20]=[C:19]([O:21][CH:22]3[CH2:27][CH2:26][O:25][CH2:24][CH2:23]3)[CH:18]=[CH:17][C:16]=2[NH2:28])[CH:10]=1 |f:1.2|. Procedure details: Into a 50-mL round bottom flask, was placed a solution of N-(3-(trifluoromethyl)benzyl)-2-(2-nitro-5-(tetrahydro-2H-pyran-4-yloxy)phenyl)isonicotinamide (400 mg, 0.76 mmol, 1.00 equiv, 95%) in methanol/dichloromethane (10/5 mL). The solution was treated with Pd/C (400 mg), and stirred under an atmosphere of hydrogen for 2 h at room temperature. The solids were filtered out. The resulting mixture was concentrated under vacuum to yield 270 mg (68%) of product as a brown oil. As a reaction SMILES: [CH2:1]([O:5][C:6](=[O:23])[CH:7](OC(=O)C)[NH:8][C:9]([O:11][CH2:12][C:13]1[CH:18]=[CH:17][CH:16]=[CH:15][CH:14]=1)=[O:10])[CH2:2][CH2:3][CH3:4].[C:24]1([S:30][CH3:31])[CH:29]=[CH:28][CH:27]=[CH:26][CH:25]=1.C(Cl)Cl>B(F)(F)F.CCOCC.CCCCCC>[CH2:1]([O:5][C:6](=[O:23])[CH:7]([C:27]1[CH:28]=[CH:29][C:24]([S:30][CH3:31])=[CH:25][CH:26]=1)[NH:8][C:9]([O:11][CH2:12][C:13]1[CH:14]=[CH:15][CH:16]=[CH:17][CH:18]=1)=[O:10])[CH2:2][CH2:3][CH3:4] |f:3.4|. Product: C(CCC)OC(C(NC(=O)OCC1=CC=CC=C1)C1=CC=C(C=C1)SC)=O (N-Benzyloxycarbonyl-2-(4-methylthiophenyl)glycine n-butyl ester). Run in CCCCCC (hexane). Reported procedure: A solution of 1.6 g. (5.0 mmol.) of N-benzyloxycarbonyl-2-acetoxyglycine n-butyl ester, 1.0 g. (8.0 mmol.) of thioanisole and 10 drops of boron trifluoride etherate in 10 ml. of methylene chloride was stirred at 25° for 2 hours. The reaction mixture was diluted with hexane and chromatographed on silica gel with hexane followed by 1:1 chloroform-hexane to give the title compound. The reagents and catalysts are B(F)(F)F.CCOCC (boron trifluoride etherate). Reactants: C(CCC)OC(C(NC(=O)OCC1=CC=CC=C1)OC(C)=O)=O (N-benzyloxycarbonyl-2-acetoxyglycine n-butyl ester), C1(=CC=CC=C1)SC (thioanisole), C(Cl)Cl (methylene chloride). Reactants: C(=O)(OC(C)(C)C)N[C@H](C(C)(C)C)C(=O)O (Boc-D-tert-leucine), C=1C=CC2=C(C1)N=NN2O (HOBT), C(CCl)Cl (EDC), N1CCCC1 (pyrrolidine), C(C)(C)N(C(C)C)CC (N,N-diisopropylethylamine). The solvent is CN(C)C=O (DMF). Run at time 8 hour. Yields the product CC([C@H](C(N1CCCC1)=O)NC(OC(C)(C)C)=O)(C)C ((R)-tert-butyl 3,3-dimethyl-1-oxo-1-(pyrrolidin-1-yl)butan-2-ylcarbamate). The yield is 81.4%. Reaction SMILES: [C:1]([NH:8][C@@H:9]([C:14]([OH:16])=O)[C:10]([CH3:13])([CH3:12])[CH3:11])([O:3][C:4]([CH3:7])([CH3:6])[CH3:5])=[O:2].[CH:17]1[CH:18]=CC2N(O)N=[N:23][C:21]=2[CH:22]=1.C(Cl)CCl.N1CCCC1.C(N(CC)C(C)C)(C)C>CN(C=O)C>[CH3:13][C:10]([CH3:11])([CH3:12])[C@@H:9]([NH:8][C:1](=[O:2])[O:3][C:4]([CH3:5])([CH3:6])[CH3:7])[C:14](=[O:16])[N:23]1[CH2:18][CH2:17][CH2:22][CH2:21]1. Reported procedure: A 50 mL round-bottomed flask was charged with Boc-D-tert-leucine (1.00 g, 4.32 mmol), HOBT (728 mg, 4.76 mmol), EDC (912 mg, 4.76 mmol) and pyrrolidine (0.57 mL, 6.89 mmol). Then added DMF (18 mL) followed by N,N-diisopropylethylamine (1.1 ml, 6.3 mmol). The yellow reaction mixture was stirred at room temperature overnight then quenched with H2O and extracted with Et2O (2×). The combined organic layers were washed twice with H2O and once with brine then dried over Na2SO4, filtered and concentrat... As a reaction SMILES: [CH:1]1([C:7]([C:9]2[C:18](=O)[C:17]3[C:12](=[C:13]([O:20][CH3:21])[CH:14]=[CH:15][CH:16]=3)[NH:11][CH:10]=2)=[O:8])[CH2:6][CH2:5][CH2:4][CH2:3][CH2:2]1.C(Cl)(Cl)[Cl:23]>P(Cl)(Cl)(Cl)=O>[Cl:23][C:18]1[C:17]2[C:12](=[C:13]([O:20][CH3:21])[CH:14]=[CH:15][CH:16]=2)[N:11]=[CH:10][C:9]=1[C:7]([CH:1]1[CH2:6][CH2:5][CH2:4][CH2:3][CH2:2]1)=[O:8]. Run in P(=O)(Cl)(Cl)Cl (phosphorus oxychloride). Reactants: C1(CCCCC1)C(=O)C1=CNC2=C(C=CC=C2C1=O)OC (3-Cyclohexylcarbonyl-8-methoxy-4(1H)-quinolone), C(Cl)(Cl)Cl (chloroform). The product is ClC1=C(C=NC2=C(C=CC=C12)OC)C(=O)C1CCCCC1 (4-chloro-3-cyclohexylcarbonyl-8-methoxy-quinoline). Yield: 90.0%. Procedure: 3-Cyclohexylcarbonyl-8-methoxy-4(1H)-quinolone (5.8 g, 0.02 mol) was heated under reflux in a mixture of chloroform (100 ml) and phosphorus oxychloride (15 ml) for 2.5 hours. The reaction mixture was, partitioned between chloroform, ice and sodium hydrogen carbonate solution (100 g in 1.5 l) and the organic solution was washed with sodium hydrogen carbonate solution and brine. The chloroform solution was dried and evaporated to give 4-chloro-3-cyclohexylcarbonyl-8-methoxy-quinoline (5.5 g, 90%) ... The reactants are COC(=O)c1cccc(CCCCC(C#N)NC(=O)C(Cc2cccc(C)c2)Nc2ccc3c(c2)C(=O)OC3)c1, CC(=O)C(C)(C)C, CCOC(C)=O, N#N. The product is Cc1cccc(CC(Nc2ccc3c(c2)C(=O)OC3)C(=O)NC(C#N)CCCCc2cccc(C(=O)O)c2)c1. As a reaction SMILES: [CH3:1][O:2][C:3](=[O:4])[c:5]1[cH:6][c:7]([CH2:11][CH2:12][CH2:13][CH2:14][CH:15]([C:16]#[N:17])[NH:18][C:19]([CH:20]([NH:21][c:22]2[cH:23][c:24]3[c:28]([cH:29][cH:30]2)[CH2:27][O:26][C:25]3=[O:31])[CH2:32][c:33]2[cH:34][c:35]([CH3:39])[cH:36][cH:37][cH:38]2)=[O:40])[cH:8][cH:9][cH:10]1.[CH3:43][C:44](=[O:45])[C:46]([CH3:47])([CH3:48])[CH3:49].[CH3:50][CH2:51][O:52][C:53]([CH3:54])=[O:55].[N:41]#[N:42]>>[O:2]=[C:3]([OH:4])[c:5]1[cH:6][c:7]([CH2:11][CH2:12][CH2:13][CH2:14][CH:15]([C:16]#[N:17])[NH:18][C:19]([CH:20]([NH:21][c:22]2[cH:23][c:24]3[c:28]([cH:29][cH:30]2)[CH2:27][O:26][C:25]3=[O:31])[CH2:32][c:33]2[cH:34][c:35]([CH3:39])[cH:36][cH:37][cH:38]2)=[O:40])[cH:8][cH:9][cH:10]1.